From a dataset of the Open Reaction Database (ORD), a public repository of structured organic reaction records. describe an organic reaction: reactants, conditions, products, and yield Reactants: OS(=O)[O-].[Na+] (NaHSO3), C1SCCC2=C1C=CC(=C2)N2C(O[C@H](C2)CNC(C)=O)=O ((−)-N-[[(5S)-3-(3,4-dihydro-1H-2-benzothiopyran-6-yl)-2-oxo-5-oxazolidinyl]methyl]acetamide), C[N+]1(CCOCC1)[O-] (N-methylmorpholine N-oxide). Reagents/catalysts: O=[Os](=O)(=O)=O (OsO4). The solvent is CC(=O)C.O (acetone H2O). Conditions: time 18 hour. Product: O=S1(CC2=C(CC1)C=C(C=C2)N2C(O[C@H](C2)CNC(C)=O)=O)=O ((−)-N-[[(5S)-3-(3,4-dihydro-2,2-dioxido-1H-2-benzothiopyran-6-yl)-2-oxo-5-oxazolidinyl]methyl]acetamide). The yield is 86.0%. RXN SMILES: [CH2:1]1[C:6]2[CH:7]=[CH:8][C:9]([N:11]3[CH2:15][C@H:14]([CH2:16][NH:17][C:18](=[O:20])[CH3:19])[O:13][C:12]3=[O:21])=[CH:10][C:5]=2[CH2:4][CH2:3]S1.C[N+]1([O-])CCOCC1.[OH:30][S:31]([O-:33])=O.[Na+]>CC(C)=O.O.O=[Os](=O)(=O)=O>[O:30]=[S:31]1(=[O:33])[CH2:3][CH2:4][C:5]2[CH:10]=[C:9]([N:11]3[CH2:15][C@H:14]([CH2:16][NH:17][C:18](=[O:20])[CH3:19])[O:13][C:12]3=[O:21])[CH:8]=[CH:7][C:6]=2[CH2:1]1 |f:2.3,4.5|. Reported procedure: A solution of (−)-N-[[(5S)-3-(3,4-dihydro-1H-2-benzothiopyran-6-yl)-2-oxo-5-oxazolidinyl]methyl]acetamide (Example 10, 545 mg, 1.78 mmol) in acetone/H2O (3/1, 36 mL) under N2 is treated with N-methylmorpholine N-oxide (521 mg, 4.45 mmol) and OsO4 (2.5 wt % in tBuOH, 1.11 mL, 5 mol %), and the resulting mixture is stirred at ambient temperature for 18 hrs and is then cooled in an ice bath and treated with half-saturated aqueous NaHSO3 (50 mL). The mixture is extracted with CH2Cl2 (3×75 mL), and t... The reactants are BrB(Br)Br, COc1ccc(-c2ccc(-c3ccc(CCC#N)cc3CC(C)C)cc2CC(C)C)cc1Cc1cccc2ccccc12, ClCCl, O. Product: CC(C)Cc1cc(CCC#N)ccc1-c1ccc(-c2ccc(O)c(Cc3cccc4ccccc34)c2)c(CC(C)C)c1. Reaction SMILES: [B:1]([Br:2])([Br:3])[Br:4].[CH2:5]([CH:6]([CH3:7])[CH3:8])[c:9]1[c:10](-[c:29]2[cH:30][c:31]([CH2:37][c:38]3[cH:39][cH:40][cH:41][c:42]4[cH:43][cH:44][cH:45][cH:46][c:47]34)[c:32]([O:35][CH3:36])[cH:33][cH:34]2)[cH:11][cH:12][c:13](-[c:15]2[c:16]([CH2:25][CH:26]([CH3:27])[CH3:28])[cH:17][c:18]([CH2:21][CH2:22][C:23]#[N:24])[cH:19][cH:20]2)[cH:14]1.[Cl:49][CH2:50][Cl:51].[OH2:48]>>[CH2:5]([CH:6]([CH3:7])[CH3:8])[c:9]1[c:10](-[c:29]2[cH:30][c:31]([CH2:37][c:38]3[cH:39][cH:40][cH:41][c:42]4[cH:43][cH:44][cH:45][cH:46][c:47]34)[c:32]([OH:35])[cH:33][cH:34]2)[cH:11][cH:12][c:13](-[c:15]2[c:16]([CH2:25][CH:26]([CH3:27])[CH3:28])[cH:17][c:18]([CH2:21][CH2:22][C:23]#[N:24])[cH:19][cH:20]2)[cH:14]1. Reactants: C(C)C=1C=C2C=C(N=NC2=CC1)C(=O)Cl (6-ethylcinnolin-3-yl carbonyl chloride), N (ammonia). Conditions: time 8 hour. The product is C(C)C=1C=C2C=C(N=NC2=CC1)C(=O)N (6-ethylcinnolin-3-ylcarboxamide). Reaction SMILES: [CH2:1]([C:3]1[CH:4]=[C:5]2[C:10](=[CH:11][CH:12]=1)[N:9]=[N:8][C:7]([C:13](Cl)=[O:14])=[CH:6]2)[CH3:2].[NH3:16]>>[CH2:1]([C:3]1[CH:4]=[C:5]2[C:10](=[CH:11][CH:12]=1)[N:9]=[N:8][C:7]([C:13]([NH2:16])=[O:14])=[CH:6]2)[CH3:2]. Procedure: Aqueous ammonia solution (specific gravity 0.88; 10 ml.) was added to 6-ethylcinnolin-3-yl carbonyl chloride (1 g.). The resulting suspension was stirred overnight at room temperature. The resulting mixture was filtered and the solid residue was crystallised from aqueous ethanol to give 6-ethylcinnolin-3-ylcarboxamide, m.p. 215°-216° C. The reactants are C[S-], COC(=O)c1ccc(Cl)nc1, [Na+], O. The product is COC(=O)c1ccc(SC)nc1. RXN SMILES: [CH3:12][S-:13].[Cl:1][c:2]1[n:3][cH:4][c:5]([C:6](=[O:7])[O:8][CH3:9])[cH:10][cH:11]1.[Na+:14].[OH2:15]>>[c:2]1([S:13][CH3:12])[n:3][cH:4][c:5]([C:6](=[O:7])[O:8][CH3:9])[cH:10][cH:11]1. The reactants are ClC=1C=C(C=C(C1)Cl)C1=NN(C(=C1)C1=CC=C(C=C1)OC)CC1=CC=C(C(=O)O)C=C1 (4-{[3-(3,5-dichlorophenyl)-5-(4-methoxyphenyl)-1H-pyrazol-1-yl]methyl}benzoic acid), ON1N=NC2=C1N=CC=C2 (1-hydroxy-7-azabenzo-triazole), C(C)(C)N(C(C)C)CC (N,N-diisopropylethyl amine), Cl.CN(CCCN=C=NCC)C (3-(Dimethylamino)propyl-3-ethyl carbodiimide hydrochloride). The solvent is CN(C)C=O.C(Cl)Cl (DMF DCM), C(Cl)Cl (DCM). Reaction conditions: time 18 hour. The product is ClC=1C=C(C=C(C1)Cl)C1=NN(C(=C1)C1=CC=C(C=C1)OC)CC1=CC=C(C(=O)NCC2=NN=NN2)C=C1 (4-{[3-(3,5-dichlorophenyl)-5-(4-methoxyphenyl)-1H-pyrazol-1-yl]methyl}-N-(1H-tetraazol-5-ylmethyl)benzamide). As a reaction SMILES: [Cl:1][C:2]1[CH:3]=[C:4]([C:9]2[CH:13]=[C:12]([C:14]3[CH:19]=[CH:18][C:17]([O:20][CH3:21])=[CH:16][CH:15]=3)[N:11]([CH2:22][C:23]3[CH:31]=[CH:30][C:26]([C:27]([OH:29])=O)=[CH:25][CH:24]=3)[N:10]=2)[CH:5]=[C:6]([Cl:8])[CH:7]=1.O[N:33]1[C:37]2[N:38]=CC=C[C:36]=2[N:35]=[N:34]1.C([N:45](CC)C(C)C)(C)C.Cl.CN(C)CCCN=C=NCC>C(Cl)Cl.CN(C=O)C.C(Cl)Cl>[Cl:1][C:2]1[CH:3]=[C:4]([C:9]2[CH:13]=[C:12]([C:14]3[CH:15]=[CH:16][C:17]([O:20][CH3:21])=[CH:18][CH:19]=3)[N:11]([CH2:22][C:23]3[CH:31]=[CH:30][C:26]([C:27]([NH:38][CH2:37][C:36]4[NH:45][N:33]=[N:34][N:35]=4)=[O:29])=[CH:25][CH:24]=3)[N:10]=2)[CH:5]=[C:6]([Cl:8])[CH:7]=1 |f:3.4,6.7|. Procedure details: To a solution of the intermediate from example 73 step D (100 mg, 0.22 mmol) in 1:1 DMF/DCM (0.54 mL) was added 1-hydroxy-7-azabenzo-triazole (35 mg, 0.264 mmol), N,N-diisopropylethyl amine (92 μL, 0.53 mmol) amino methyl tetrazole (26 mg, 0.26 mmol) and 1-(3-(Dimethylamino)propyl-3-ethyl carbodiimide hydrochloride (51 mg, 0.26 mmol). The reaction was left stirring at room temperature for 18 hours. The reaction was diluted with DCM, washed with 1N HCl, dried over anhydrous Na2SO4, filtered and c... Starting materials: C(C)(C)(C)OC(=O)N1C(O[C@H]([C@H]1CC1=C(C=CC=C1)F)CC1=C(C(=O)O)C=CC=N1)(C)C (2-[(4R,5S)-3-tert-butoxycarbonyl-4-(2-fluoro-benzyl)-2,2-dimethyl-oxazolidin-5-ylmethyl]-nicotinic acid), C1(CC1)N (cyclopropylamine). The product is C(C)(C)(C)OC(=O)N1C(O[C@H]([C@H]1CC1=C(C=CC=C1)F)CC1=NC=CC=C1C(NC1CC1)=O)(C)C ((4R,5S)-4-(2-Fluoro-benzyl)-2,2-dimethyl-5-(3-cyclopropylcarbamoyl-pyridin-2-ylmethyl)-oxazolidine-3-carboxylic acid tert-butyl ester). RXN SMILES: [C:1]([O:5][C:6]([N:8]1[C@H:12]([CH2:13][C:14]2[CH:19]=[CH:18][CH:17]=[CH:16][C:15]=2[F:20])[C@H:11]([CH2:21][C:22]2[N:30]=[CH:29][CH:28]=[CH:27][C:23]=2[C:24](O)=[O:25])[O:10][C:9]1([CH3:32])[CH3:31])=[O:7])([CH3:4])([CH3:3])[CH3:2].[CH:33]1([NH2:36])[CH2:35][CH2:34]1>>[C:1]([O:5][C:6]([N:8]1[C@H:12]([CH2:13][C:14]2[CH:19]=[CH:18][CH:17]=[CH:16][C:15]=2[F:20])[C@H:11]([CH2:21][C:22]2[C:23]([C:24](=[O:25])[NH:36][CH:33]3[CH2:35][CH2:34]3)=[CH:27][CH:28]=[CH:29][N:30]=2)[O:10][C:9]1([CH3:32])[CH3:31])=[O:7])([CH3:3])([CH3:4])[CH3:2]. Procedure details: Using general reaction procedure 5 with 2-[(4R,5S)-3-tert-butoxycarbonyl-4-(2-fluoro-benzyl)-2,2-dimethyl-oxazolidin-5-ylmethyl]-nicotinic acid (0.3 g, 0.67 mmol) and cyclopropylamine (0.23 mL, 3.4 mmol) gives the title compound.